Task: describe an organic reaction: reactants, conditions, products, and yield. Dataset: the Open Reaction Database (ORD), a public repository of structured organic reaction records Reactants: COCCBr, CC(C)N1CCC(Oc2ccc3c(c2)cc2n3C(C)CNC2=O)CC1, [H-], [Na+]. The product is COCCN1CC(C)n2c(cc3cc(OC4CCN(C(C)C)CC4)ccc32)C1=O. As a reaction SMILES: [CH3:26][O:27][CH2:28][CH2:29][Br:30].[CH:1]([CH3:2])([CH3:3])[N:4]1[CH2:5][CH2:6][CH:7]([O:10][c:11]2[cH:12][c:13]3[cH:14][c:15]4[n:16]([c:17]3[cH:18][cH:19]2)[CH:20]([CH3:25])[CH2:21][NH:22][C:23]4=[O:24])[CH2:8][CH2:9]1.[H-:31].[Na+:32]>>[CH:1]([CH3:2])([CH3:3])[N:4]1[CH2:5][CH2:6][CH:7]([O:10][c:11]2[cH:12][c:13]3[cH:14][c:15]4[n:16]([c:17]3[cH:18][cH:19]2)[CH:20]([CH3:25])[CH2:21][N:22]([CH2:29][CH2:28][O:27][CH3:26])[C:23]4=[O:24])[CH2:8][CH2:9]1. Reactants: O=Cc1cccc(-c2c(C(=O)c3ccccc3)cnc3c(C(F)(F)F)cccc23)c1, NCC1CCNCC1. The product is O=C(c1ccccc1)c1cnc2c(C(F)(F)F)cccc2c1-c1cccc(CNCC2CCNCC2)c1. Reaction SMILES: [C:1]([c:2]1[cH:3][cH:4][cH:5][cH:6][cH:7]1)(=[O:8])[c:9]1[cH:10][n:11][c:12]2[c:13]([C:27]([F:28])([F:29])[F:30])[cH:14][cH:15][cH:16][c:17]2[c:18]1-[c:19]1[cH:20][c:21]([CH:22]=[O:23])[cH:24][cH:25][cH:26]1.[NH:31]1[CH2:32][CH2:33][CH:34]([CH2:37][NH2:38])[CH2:35][CH2:36]1>>[C:1]([c:2]1[cH:3][cH:4][cH:5][cH:6][cH:7]1)(=[O:8])[c:9]1[cH:10][n:11][c:12]2[c:13]([C:27]([F:28])([F:29])[F:30])[cH:14][cH:15][cH:16][c:17]2[c:18]1-[c:19]1[cH:20][c:21]([CH2:22][NH:38][CH2:37][CH:34]2[CH2:33][CH2:32][NH:31][CH2:36][CH2:35]2)[cH:24][cH:25][cH:26]1. Starting materials: C(C1=CC=CC=C1)OC1=CC=C(C=C1)C(CBr)=O (1-(4-benzyloxy-phenyl)-2-bromo-ethanone), [N-]=[N+]=[N-].[Na+] (NaN3). Reagents/catalysts: [N+](CCCC)(CCCC)(CCCC)CCCC.[Br-] (nBu4NBr). The solvent is C(Cl)Cl (CH2Cl2), O (water). Conditions: time 4 hour. The product is N(=[N+]=[N-])CC(=O)C1=CC=C(C=C1)OCC1=CC=CC=C1 (2-azido-1-(4-benzyloxy-phenyl)-ethanone). Isolated yield 94.5%. Reaction SMILES: [CH2:1]([O:8][C:9]1[CH:14]=[CH:13][C:12]([C:15](=[O:18])[CH2:16]Br)=[CH:11][CH:10]=1)[C:2]1[CH:7]=[CH:6][CH:5]=[CH:4][CH:3]=1.[N-:19]=[N+:20]=[N-:21].[Na+]>C(Cl)Cl.O.[N+](CCCC)(CCCC)(CCCC)CCCC.[Br-]>[N:19]([CH2:16][C:15]([C:12]1[CH:13]=[CH:14][C:9]([O:8][CH2:1][C:2]2[CH:7]=[CH:6][CH:5]=[CH:4][CH:3]=2)=[CH:10][CH:11]=1)=[O:18])=[N+:20]=[N-:21] |f:1.2,5.6|. Reported procedure: To a mixture of 1-(4-benzyloxy-phenyl)-2-bromo-ethanone (28.55 g; 93.6 mmol) in CH2Cl2 (300 mL) and water (30 mL) was added nBu4NBr (1.51 g; 4.7 mmol) and NaN3 (6.69 g; 102.9 mmol) in one portion. After 4 h at RT, the layers were separated. The organic layer was washed water, dried (Na2SO4), filtered and concentrated in vacuo to afford 2-azido-1-(4-benzyloxy-phenyl)-ethanone (23.64 g) Starting materials: OC=1C(C2=CC=CC=C2C(C1CCCCCC[Si](C)(C)C)=O)=O (2-Hydroxy-3(6'-trimethylsilylhexyl)-1,4-naphthoquinone), C(C1=CC=CC=C1)(=O)OC=1C(C2=CC=CC=C2C(C1)=O)=O (2-benzoyloxy-1,4-naphthoquinone), C[Si](C)(C)C(C(=O)O)CCCCC (trimethylsilylheptanoic acid), C([O-])([O-])=O.[Na+].[Na+] (Sodium carbonate), OO (hydrogen peroxide). Reagents/catalysts: S(=O)(=O)([O-])[O-].[Cu+2] (copper sulphate). Solvent: O (water), O1CCOCC1 (dioxane). Run at temperature 70 celsius. The product is OC=1C(C2=CC=CC=C2C(C1CCCCC[Si](C)(C)C)=O)=O (2-hydroxy-3(5'-trimethylsilylpentyl)-1,4-naphthoquinone). RXN SMILES: [OH:1][C:2]1[C:3](=[O:23])[C:4]2[C:9]([C:10](=[O:22])[C:11]=1[CH2:12][CH2:13][CH2:14][CH2:15][CH2:16]C[Si](C)(C)C)=[CH:8][CH:7]=[CH:6][CH:5]=2.C(OC1C(=O)C2C(C(=O)C=1)=CC=CC=2)(=O)C1C=CC=CC=1.[CH3:45][Si:46](C(CCCCC)C(O)=O)([CH3:48])[CH3:47].C(=O)([O-])[O-].[Na+].[Na+].OO>O1CCOCC1.O.S([O-])([O-])(=O)=O.[Cu+2]>[OH:1][C:2]1[C:3](=[O:23])[C:4]2[C:9]([C:10](=[O:22])[C:11]=1[CH2:12][CH2:13][CH2:14][CH2:15][CH2:16][Si:46]([CH3:48])([CH3:47])[CH3:45])=[CH:8][CH:7]=[CH:6][CH:5]=2 |f:3.4.5,9.10|. Reported procedure: 2-Hydroxy-3(6'-trimethylsilylhexyl)-1,4-naphthoquinone (337 mg, 1.02 mmol), prepared from 2-benzoyloxy-1,4-naphthoquinone and trimethylsilylheptanoic acid by the method of Example 1 followed by the method of Example 2, was dissolved in dioxane (2.5 ml) under nitrogen. Sodium carbonate (120 mg) in water (2.5 ml) was added followed by an excess of 30% (w/v) hydrogen peroxide (200 μl). The mixture was heated at 70° C. for 40 minutes during which time the reaction mixture turned from red to colourle... Product: C(=O)(OC)C1=C(C(=O)N2C3=C(C=CC=C3)N3C2=NC2=CC=C(C=C2C3=O)Br)C=CC=C1 (6-(2-Carbomethoxybenzoyl)-2-bromobenzimidazo[2,1-b]quinazolin-12(6H)one). Procedure details: 6-(2-Carbomethoxybenzoyl)-2-bromobenzimidazo[2,1-b]quinazolin-12(6H)one is prepared with 2-bromobenzimidazo[2,1-b]quinazolin-12(6H)one and 2-carbomethoxybenzoylchloride. Reaction SMILES: [Br:1][C:2]1[CH:3]=[C:4]2[C:9](=[CH:10][CH:11]=1)[N:8]=[C:7]1[NH:12][C:13]3[CH:18]=[CH:17][CH:16]=[CH:15][C:14]=3[N:6]1[C:5]2=[O:19].[C:20]([C:24]1[CH:32]=[CH:31][CH:30]=[CH:29][C:25]=1[C:26](Cl)=[O:27])([O:22][CH3:23])=[O:21]>>[C:20]([C:24]1[CH:32]=[CH:31][CH:30]=[CH:29][C:25]=1[C:26]([N:12]1[C:7]2=[N:8][C:9]3[C:4]([C:5](=[O:19])[N:6]2[C:14]2[CH:15]=[CH:16][CH:17]=[CH:18][C:13]1=2)=[CH:3][C:2]([Br:1])=[CH:11][CH:10]=3)=[O:27])([O:22][CH3:23])=[O:21]. The reactants are BrC=1C=C2C(N3C(=NC2=CC1)NC1=C3C=CC=C1)=O (2-bromobenzimidazo[2,1-b]quinazolin-12(6H)one), C(=O)(OC)C1=C(C(=O)Cl)C=CC=C1 (2-carbomethoxybenzoylchloride). Starting materials: BrC1=C(C=C2C=CNC(C2=C1)=O)OC (7-Bromo-6-methoxyisoquinolin-1(2H)-one), P(=O)(Cl)(Cl)Cl (phosphorus oxychloride). Yields the product BrC1=C(C=C2C=CN=C(C2=C1)Cl)OC (7-Bromo-1-chloro-6-methoxyisoquinoline). Reaction SMILES: [Br:1][C:2]1[CH:11]=[C:10]2[C:5]([CH:6]=[CH:7][NH:8][C:9]2=O)=[CH:4][C:3]=1[O:13][CH3:14].P(Cl)(Cl)([Cl:17])=O>>[Br:1][C:2]1[CH:11]=[C:10]2[C:5]([CH:6]=[CH:7][N:8]=[C:9]2[Cl:17])=[CH:4][C:3]=1[O:13][CH3:14]. Procedure: A mixture of the product from Step 2 (4.7 g, 18.5 mmol) in phosphorus oxychloride (30 mL) was heated to reflux for 2 hours and cooled to RT; the volatiles were evaporated; and the residue was partitioned between 3 M NaOH and DCM. The organic phase was dried over Na2SO4; the solvent was evaporated; and the solid was triturated with Et2O (20 mL) and filtered to give the title compound (3.75 g). LRMS ESI+ (M+H)+ 274.0. Starting materials: OC(/C=C/C=C1C(C=C(C1=O)SC)(CCCCOC1=CC=CC=C1)O)CCCO (5-[(E)-4,7-dihydroxy-2-heptenylidene]-4-hydroxy-2-methylthio-4-(4-phenoxybutyl)-2-cyclopentenone), O(C1=CC=CC=C1)CCCCC=1C(CCC1)=O (4-phenoxybutyl-2-cyclopentenone), [Cl-].[Na+] (sodium chloride), C(C)(=O)Cl (acetylchloride). Solvent: ClCCl (dichloromethane), C(C)N(CC)CC (triethylamine). The product is C(C)(=O)OC(/C=C/C=C1C(C=C(C1=O)SC)(CCCCOC1=CC=CC=C1)O)CCCOC(C)=O (5-[(E)-4,7-diacetoxy-2-heptenylidene]-4-hydroxy-2-methylthio-4-(4-phenoxybutyl)-2-cyclopentenone), 5-[(E)-4,7-diacetoxy-2-heptenylidene]-4-acetoxy-2-methylthio. Isolated yield 17.0%. As a reaction SMILES: [OH:1][CH:2]([CH2:26][CH2:27][CH2:28][OH:29])/[CH:3]=[CH:4]/[CH:5]=[C:6]1[C:10](=[O:11])[C:9]([S:12][CH3:13])=[CH:8][C:7]1([OH:25])[CH2:14][CH2:15][CH2:16][CH2:17][O:18][C:19]1[CH:24]=[CH:23][CH:22]=[CH:21][CH:20]=1.[C:30](Cl)(=[O:32])[CH3:31].[Cl-].[Na+].[O:36](CCCCC1C(=O)CCC=1)[C:37]1C=CC=C[CH:38]=1>ClCCl.C(N(CC)CC)C>[C:30]([O:1][CH:2]([CH2:26][CH2:27][CH2:28][O:29][C:37](=[O:36])[CH3:38])/[CH:3]=[CH:4]/[CH:5]=[C:6]1[C:10](=[O:11])[C:9]([S:12][CH3:13])=[CH:8][C:7]1([OH:25])[CH2:14][CH2:15][CH2:16][CH2:17][O:18][C:19]1[CH:24]=[CH:23][CH:22]=[CH:21][CH:20]=1)(=[O:32])[CH3:31] |f:2.3|. Reported procedure: To a solution of 23 mg of 5-[(E)-4,7-dihydroxy-2-heptenylidene]-4-hydroxy-2-methylthio-4-(4-phenoxybutyl)-2-cyclopentenone obtained in Example 91 dissolved in 2 ml of dichloromethane was added 200 μl of triethylamine. Under ice-cooling and stirring. 20 μl of acetylchloride was added, and the mixture was stirred at 0° C. for 2 hours. Saturated aqueous sodium chloride was added, and the mixture was extracted with ethyl acetate. The extract was dried over anhydrous sodium sulfate, filtrate and conc... Starting materials: CC(C(N)C)N (1,2-dimethylethylenediamine), C1CO1 (Ethylene oxide), ClCCO (2-chloroethanol), [OH-].[K+] (potassium hydroxide). Solvent: CO (methanol), CO (methanol). Yields the product OCCNC(C(N)C)C (N-(2-hydroxyethyl)-1,2-dimethylethylenediamine). RXN SMILES: [CH2:1]1[O:3][CH2:2]1.ClCCO.[OH-].[K+].[CH3:10][CH:11]([NH2:15])[CH:12]([CH3:14])[NH2:13]>CO>[OH:3][CH2:1][CH2:2][NH:13][CH:12]([CH3:14])[CH:11]([CH3:10])[NH2:15] |f:2.3|. Procedure details: Ethylene oxide generated from 2-chloroethanol (36 g) and potassium hydroxide pellets (20 g) in methanol (60 ml) was reacted with 1,2-dimethylethylenediamine (22.6 g) in methanol (50 ml) at -15° C. to give N-(2-hydroxyethyl)-1,2-dimethylethylenediamine as a colourless liquid (b.p. 89°-91° C. at 1 mmHg). Reactants: [OH-].[K+] (Potassium hydroxide), C(C)(=O)O[C@@H](CCCCN1C(=O)NC=2N=CN(C2C1=O)C)C ((R)-1-(5-acetoxyhexyl)-7-methylxanthine), Cl (hydrochloric acid). Solvent: CO.O (methanol water). Run at time 3 hour. The product is O[C@@H](CCCCN1C(=O)NC=2N=CN(C2C1=O)C)C ((R)-1-(5-hydroxyhexyl)-7-methylxanthine). Isolated yield 76.3%. RXN SMILES: [OH-].[K+].C([O:6][C@H:7]([CH3:24])[CH2:8][CH2:9][CH2:10][CH2:11][N:12]1[C:21](=[O:22])[C:20]2[N:19]([CH3:23])[CH:18]=[N:17][C:16]=2[NH:15][C:13]1=[O:14])(=O)C.Cl>CO.O>[OH:6][C@H:7]([CH3:24])[CH2:8][CH2:9][CH2:10][CH2:11][N:12]1[C:21](=[O:22])[C:20]2[N:19]([CH3:23])[CH:18]=[N:17][C:16]=2[NH:15][C:13]1=[O:14] |f:0.1,4.5|. Reported procedure: Potassium hydroxide (1.0 g, 17.8 mmol) was added to a solution of (R)-1-(5-acetoxyhexyl)-7-methylxanthine (prepared as described for CT12460) (3.8 g, 12.3 mmol) in methanol-water (1:1, 100 ml). After stirring for 3 hours, the pH of the solution was adjusted to 7 by the slow addition of 1 N hydrochloric acid. The solution was concentrated under reduced pressure and the residue was purified by flash chromatography on silica gel eluting with 15% methanol-ethyl acetate to provide (R)-1-(5-hydroxyhex... RXN SMILES: Cl.[S:2]1[CH:6]=[CH:5][CH:4]=[C:3]1[C:7]1[N:11]=[C:10]([CH:12]2[CH2:17][CH2:16][NH2+:15][CH2:14][CH2:13]2)[O:9][N:8]=1.C(N(C(C)C)CC)(C)C.[C:27](OC(=O)C)(=[O:29])[CH3:28]>ClCCl>[S:2]1[CH:6]=[CH:5][CH:4]=[C:3]1[C:7]1[N:11]=[C:10]([CH:12]2[CH2:17][CH2:16][N:15]([C:27](=[O:29])[CH3:28])[CH2:14][CH2:13]2)[O:9][N:8]=1 |f:0.1|. The solvent is ClCCl (dichloromethane). Isolated yield 98.0%. Reactants: Cl.S1C(=CC=C1)C1=NOC(=N1)C1CC[NH2+]CC1 (4-(3-thiophen-2-yl[1,2,4]oxadiazol-5-yl)-piperidinium hydrochloride), C(C)(C)N(CC)C(C)C (diisopropylethylamine), C(C)(=O)OC(C)=O (acetic anhydride). Product: S1C(=CC=C1)C1=NOC(=N1)C1CCN(CC1)C(C)=O (1-[4-(3-thiophen-2-yl[1,2,4]oxadiazol-5-yl)-piperid-1-yl]ethanone). Procedure: 50 mg (1 eq.) of 4-(3-thiophen-2-yl[1,2,4]oxadiazol-5-yl)-piperidinium hydrochloride and 77 μl (3 eq.) of diisopropylethylamine were dissolved in 1 ml of dichloromethane. 39 μl (1.2 eq.) of acetic anhydride were added dropwise and the reaction medium was stirred for 2 hours at room temperature. The reaction medium was evaporated and the residue was taken up in 15 ml of ethyl acetate. The organic phase was washed with aqueous 1N sodium hydroxide solution (3×30 ml), with aqueous 1N hydrochloric ac... Conditions: time 2 hour.